Dataset: the Open Reaction Database (ORD), a public repository of structured organic reaction records. Task: describe an organic reaction: reactants, conditions, products, and yield The reactants are [Br-], BrCc1ccccc1, Oc1c(Br)cc(F)cc1Br, CCO, [Na+], [Na]. Product: Fc1cc(Br)c(OCc2ccccc2)c(Br)c1. As a reaction SMILES: [Br-:21].[Br:12][CH2:13][c:14]1[cH:15][cH:16][cH:17][cH:18][cH:19]1.[Br:2][c:3]1[c:4]([OH:11])[c:5]([Br:10])[cH:6][c:7]([F:9])[cH:8]1.[CH3:22][CH2:23][OH:24].[Na+:20].[Na:1]>>[Br:2][c:3]1[c:4]([O:11][CH2:13][c:14]2[cH:15][cH:16][cH:17][cH:18][cH:19]2)[c:5]([Br:10])[cH:6][c:7]([F:9])[cH:8]1.